From a dataset of the Open Reaction Database (ORD), a public repository of structured organic reaction records. describe an organic reaction: reactants, conditions, products, and yield The product is O(C1=CC=CC=C1)C=1C=C(C=CC1)CCC=C(C(F)(F)F)C1=CC=CC=C1 (4-(3-phenoxyphenyl)-1-phenyl-1-trifluoromethyl-1-butene). The reactants are [Br-].O(C1=CC=CC=C1)C=1C=C(C=CC1)CCC[P+](C1=CC=CC=C1)(C1=CC=CC=C1)C1=CC=CC=C1 ([3-(3-phenoxyphenyl)propyl]-triphenylphophonium bromide), FC(C(=O)C1=CC=CC=C1)(F)F (α,α,α-trifluoroacetophenone), ice water, C(CCC)[Li] (butyllithium). Procedure details: A solution of butyllithium in n-hexane (8.5 ml of 1.6 molar) was added, dropwise, at room temperature and under a nitrogen atmosphere over 10 minutes to [3-(3-phenoxyphenyl)propyl]-triphenylphophonium bromide (7.67 g; 13.75 mmol) in absolute tetrahydrofuran (40 ml). After stirring for 2 hours, α,α,α-trifluoroacetophenone (2.18 g; 12.5 mmol) dissolved in absolute tetrahydrofuran (10 ml) was added dropwise. After stirring for 3 hours at room temperature, the mixture was added to ice-water, extract... Run in O1CCCC1 (tetrahydrofuran), O1CCCC1 (tetrahydrofuran), CCCCCC (n-hexane). Run at time 2 hour. Reaction SMILES: C([Li])CCC.[Br-].[O:7]([C:14]1[CH:15]=[C:16]([CH2:20][CH2:21][CH2:22][P+](C2C=CC=CC=2)(C2C=CC=CC=2)C2C=CC=CC=2)[CH:17]=[CH:18][CH:19]=1)[C:8]1[CH:13]=[CH:12][CH:11]=[CH:10][CH:9]=1.[F:42][C:43]([F:53])([F:52])[C:44]([C:46]1[CH:51]=[CH:50][CH:49]=[CH:48][CH:47]=1)=O>CCCCCC.O1CCCC1>[O:7]([C:14]1[CH:15]=[C:16]([CH2:20][CH2:21][CH:22]=[C:44]([C:46]2[CH:51]=[CH:50][CH:49]=[CH:48][CH:47]=2)[C:43]([F:52])([F:42])[F:53])[CH:17]=[CH:18][CH:19]=1)[C:8]1[CH:9]=[CH:10][CH:11]=[CH:12][CH:13]=1 |f:1.2|. Yield: 71.9%. Reactants: ClC1=C(C=C2CCC(C2=C1)C(=O)Cl)C1CCCCC1 (6-chloro-5-cyclohexylindan-1-carbonyl chloride), C(CC)N (n-propylamine). Run in C1=CC=CC=C1 (benzene). Product: C(CC)NC(=O)C1CCC2=CC(=C(C=C12)Cl)C1CCCCC1 (N-propyl-6-chloro-5-cyclohexylindan-1-carboxamide). RXN SMILES: [Cl:1][C:2]1[CH:10]=[C:9]2[C:5]([CH2:6][CH2:7][CH:8]2[C:11](Cl)=[O:12])=[CH:4][C:3]=1[CH:14]1[CH2:19][CH2:18][CH2:17][CH2:16][CH2:15]1.[CH2:20]([NH2:23])[CH2:21][CH3:22]>C1C=CC=CC=1>[CH2:20]([NH:23][C:11]([CH:8]1[C:9]2[C:5](=[CH:4][C:3]([CH:14]3[CH2:19][CH2:18][CH2:17][CH2:16][CH2:15]3)=[C:2]([Cl:1])[CH:10]=2)[CH2:6][CH2:7]1)=[O:12])[CH2:21][CH3:22]. Reported procedure: In 35 ml. of benzene is dissolved 2.97 g. of 6-chloro-5-cyclohexylindan-1-carbonyl chloride and to the solution is added 1.77 g. of n-propylamine under cooling and with stirring. The mixture is stirred at room temperature for 1 hour, after which time it is washed with water and dried over anhydrous magnesium sulfate. The solvent is evaporated under reduced pressure and the residual crystals are recrystallized from acetone. The procedure yields N-propyl-6-chloro-5-cyclohexylindan-1-carboxamide, M... Reactants: C(C1=CC=CC=C1)(=O)O (benzoic acid), FC(C(CNC1=C2C=NN(C2=CC(=C1)C)C1=CC=C(C=C1)F)(O)CNCCC)(F)F (1,1,1-trifluoro-3-{[1-(4-fluorophenyl)-6-methyl-1H-indazol-4-yl]amino}-2-[(propylamino)methyl]-2-propanol). Product: C(CC)N(C(C1=CC=CC=C1)=O)CC(C(F)(F)F)(O)CNC1=C2C=NN(C2=CC(=C1)C)C1=CC=C(C=C1)F (N-Propyl-N-[3,3,3-trifluoro-2-({[1-(4-fluorophenyl)-6-methyl-1H-indazol-4-yl]amino}methyl)-2-hydroxypropyl]benzamide). Reaction SMILES: [C:1]([OH:9])(=O)[C:2]1[CH:7]=[CH:6][CH:5]=[CH:4][CH:3]=1.[F:10][C:11]([F:39])([F:38])[C:12]([CH2:33][NH:34][CH2:35][CH2:36][CH3:37])([OH:32])[CH2:13][NH:14][C:15]1[CH:23]=[C:22]([CH3:24])[CH:21]=[C:20]2[C:16]=1[CH:17]=[N:18][N:19]2[C:25]1[CH:30]=[CH:29][C:28]([F:31])=[CH:27][CH:26]=1>>[CH2:35]([N:34]([CH2:33][C:12]([CH2:13][NH:14][C:15]1[CH:23]=[C:22]([CH3:24])[CH:21]=[C:20]2[C:16]=1[CH:17]=[N:18][N:19]2[C:25]1[CH:26]=[CH:27][C:28]([F:31])=[CH:29][CH:30]=1)([OH:32])[C:11]([F:10])([F:38])[F:39])[C:1](=[O:9])[C:2]1[CH:3]=[CH:4][CH:5]=[CH:6][CH:7]=1)[CH2:36][CH3:37]. Procedure details: Prepared similarly to Example 1 from benzoic acid and 1,1,1-trifluoro-3-{[1-(4-fluorophenyl)-6-methyl-1H-indazol-4-yl]amino}-2-[(propylamino)methyl]-2-propanol.